From a dataset of the Open Reaction Database (ORD), a public repository of structured organic reaction records. describe an organic reaction: reactants, conditions, products, and yield Starting materials: CC(=O)C(C)N1CCCCC(NC(=O)OC(C)(C)C)C1=O, CO, [Na+], [OH-], O. Yields the product CC(C(=O)O)N1CCCCC(NC(=O)OC(C)(C)C)C1=O. As a reaction SMILES: [C:1]([CH3:2])([CH3:3])([CH3:4])[O:5][C:6](=[O:7])[NH:8][CH:9]1[C:10](=[O:21])[N:11]([CH:16]([CH3:17])[C:18](=[O:19])[CH3:20])[CH2:12][CH2:13][CH2:14][CH2:15]1.[CH3:22][OH:23].[Na+:25].[OH-:24].[OH2:26]>>[C:1]([CH3:2])([CH3:3])([CH3:4])[O:5][C:6](=[O:7])[NH:8][CH:9]1[C:10](=[O:21])[N:11]([CH:16]([CH3:17])[C:18]([OH:19])=[O:23])[CH2:12][CH2:13][CH2:14][CH2:15]1. The reactants are COCCOCCN(CCOCCOC)CCOCCOC, CS(C)=O, CN(C)C=O, COCCCl, [H-], [H][H], [Na+], O, On1nnc2ccc(Cn3ccnc3)cc21. The product is COCCOn1nnc2ccc(Cn3ccnc3)cc21. As a reaction SMILES: [CH3:26][O:27][CH2:28][CH2:29][O:30][CH2:31][CH2:32][N:33]([CH2:34][CH2:35][O:36][CH2:37][CH2:38][O:39][CH3:40])[CH2:41][CH2:42][O:43][CH2:44][CH2:45][O:46][CH3:47].[CH3:49][S:50](=[O:51])[CH3:52].[CH3:53][N:54]([CH3:55])[CH:56]=[O:57].[Cl:21][CH2:22][CH2:23][O:24][CH3:25].[H-:17].[H:19][H:20].[Na+:18].[OH2:48].[n:1]1([CH2:6][c:7]2[cH:8][cH:9][c:10]3[c:11]([n:12]([OH:15])[n:13][n:14]3)[cH:16]2)[cH:2][n:3][cH:4][cH:5]1>>[n:1]1([CH2:6][c:7]2[cH:8][cH:9][c:10]3[c:11]([n:12]([O:15][CH2:22][CH2:23][O:24][CH3:25])[n:13][n:14]3)[cH:16]2)[cH:2][n:3][cH:4][cH:5]1. The reactants are O(C1=CC=CC=C1)CC1=C(C(=O)O)C=CC=C1 (2-phenoxymethylbenzoic acid), N[C@H](CO)CC1=CC=CC=C1 ((S)-2-amino-3-phenyl-1-propanol). Yields the product C1(=CC=CC=C1)OCC1=C(C(=O)N[C@H](CO)CC2=CC=CC=C2)C=CC=C1 ((S)-2-Phenyloxymethyl-N-(3-phenylpropan-1-ol-2-yl)benzamide). The yield is 84.0%. As a reaction SMILES: [O:1]([CH2:8][C:9]1[CH:17]=[CH:16][CH:15]=[CH:14][C:10]=1[C:11]([OH:13])=O)[C:2]1[CH:7]=[CH:6][CH:5]=[CH:4][CH:3]=1.[NH2:18][C@@H:19]([CH2:22][C:23]1[CH:28]=[CH:27][CH:26]=[CH:25][CH:24]=1)[CH2:20][OH:21]>>[C:2]1([O:1][CH2:8][C:9]2[CH:17]=[CH:16][CH:15]=[CH:14][C:10]=2[C:11]([NH:18][C@@H:19]([CH2:22][C:23]2[CH:28]=[CH:27][CH:26]=[CH:25][CH:24]=2)[CH2:20][OH:21])=[O:13])[CH:3]=[CH:4][CH:5]=[CH:6][CH:7]=1. Procedure: 2 g (8.8 mmol) of 2-phenoxymethylbenzoic acid were reacted with (S)-2-amino-3-phenyl-1-propanol by the method of procedure 7a. 2.7 g (84%) of the product were obtained. Reactants: C1=CC(=CC(=C1)Cl)C(=O)OO (mCPBA), C(=O)(C(F)(F)F)O (TFA), CSC=1N=NC(=C(N1)NC1=CC(=CC=C1)C1=NC=CC=N1)C(=O)N (3-(Methylthio)-5-(3-(pyrimidin-2-yl)phenylamino)-1,2,4-triazine-6-carboxamide), CCN(C(C)C)C(C)C (DIEA), Cl.Cl.FC1([C@@H]([C@@H](CCC1)N)N)F ((1R,2R)-3,3-difluorocyclohexane-1,2-diamine dihydrochloride), Cl (HCl). Solvent: CN1CCCC1=O (NMP). Conditions: time 1 hour. The product is N[C@@H]1[C@@H](CCCC1(F)F)NC=1N=NC(=C(N1)NC1=CC(=CC=C1)C1=NC=CC=N1)C(=O)N (3-(((1R,2R)-2-amino-3,3-difluorocyclohexyl)amino)-5-((3-(pyrimidin-2-yl)phenyl)amino)-1,2,4-triazine-6-carboxamide). The yield is 66.1%. As a reaction SMILES: CS[C:3]1[N:4]=[N:5][C:6]([C:22]([NH2:24])=[O:23])=[C:7]([NH:9][C:10]2[CH:15]=[CH:14][CH:13]=[C:12]([C:16]3[N:21]=[CH:20][CH:19]=[CH:18][N:17]=3)[CH:11]=2)[N:8]=1.C1C=C(Cl)C=C(C(OO)=O)C=1.CCN(C(C)C)C(C)C.Cl.Cl.[F:47][C:48]1([F:56])[CH2:53][CH2:52][CH2:51][C@@H:50]([NH2:54])[C@H:49]1[NH2:55].C(O)(C(F)(F)F)=O.Cl>CN1C(=O)CCC1>[NH2:55][C@H:49]1[C:48]([F:56])([F:47])[CH2:53][CH2:52][CH2:51][C@H:50]1[NH:54][C:3]1[N:4]=[N:5][C:6]([C:22]([NH2:24])=[O:23])=[C:7]([NH:9][C:10]2[CH:15]=[CH:14][CH:13]=[C:12]([C:16]3[N:21]=[CH:20][CH:19]=[CH:18][N:17]=3)[CH:11]=2)[N:8]=1 |f:3.4.5|. Procedure: 3-(Methylthio)-5-(3-(pyrimidin-2-yl)phenylamino)-1,2,4-triazine-6-carboxamide (40 mg, 0.12 mmol) was dissolved in 4 mL NMP. To it was added mCPBA (77%) (108 mg, 0.48 mmol). The mixture was stirred at RT for 1 h. To it was added DIEA (0.21 mL, 1.20 mmol) and (1R,2R)-3,3-difluorocyclohexane-1,2-diamine dihydrochloride (53 mg, 0.24 mmol). The mixture was stirred at 80° C. for 1 h. It was cooled to RT, acidified with TFA (0.3 mL) and subjected to reverse phase preparative HPLC to isolate the title c... Starting materials: CN(C(CCCC[C@@H]1SC[C@@H]2NC(=O)N[C@H]12)=O)CCCCCC(=O)OC (N-Methyl-N-(5-Methoxycarbonylpentyl)Biotinamide), [OH-].[Na+] (sodium hydroxide). Run in CO (methanol). Reaction conditions: time 2.5 hour. Product: CN(C(CCCC[C@@H]1SC[C@@H]2NC(=O)N[C@H]12)=O)CCCCCC(=O)O (N-Methyl-N-(5-Hydroxycarbonylpentyl)Biotinamide). Yield: 90.4%. Reaction SMILES: [CH3:1][N:2]([CH2:18][CH2:19][CH2:20][CH2:21][CH2:22][C:23]([O:25]C)=[O:24])[C:3](=[O:17])[CH2:4][CH2:5][CH2:6][CH2:7][C@H:8]1[C@@H:16]2[C@@H:11]([NH:12][C:13]([NH:15]2)=[O:14])[CH2:10][S:9]1.[OH-].[Na+]>CO>[CH3:1][N:2]([CH2:18][CH2:19][CH2:20][CH2:21][CH2:22][C:23]([OH:25])=[O:24])[C:3](=[O:17])[CH2:4][CH2:5][CH2:6][CH2:7][C@H:8]1[C@@H:16]2[C@@H:11]([NH:12][C:13]([NH:15]2)=[O:14])[CH2:10][S:9]1 |f:1.2|. Procedure details: To a 1 liter round bottom flask, charged with 11.58 g (30.0 mmol) of 13 in 100 mL of methanol was added 50 mL of 1N aqueous sodium hydroxide. The mixture was stirred for 2-3 h and then concentrated via rotary evaporation. The residue was transferred to a 250 mL round bottom flask in a total of 75 mL of de-ionized water. With vigorous stirring, the pH of the solution was adjusted to 1.5-2 by addition of 1N aqueous HCl, the product precipitating out as a white solid in the process. The mixture was... Reactants: C(C)(C)(C)[Si](OC1=CC=C(C=C1)C1=NOC(=C1)C(=O)N)(C)C (3-[4-(tert-Butyl-dimethyl-silanyloxy)-phenyl]-isoxazole-5-carboxylic acid amide), C(C)(C)(C)[Si](OC1=CC=C(C=C1)C1=NOC(=C1)C(=O)N)(C)C (3-[4-(tert-Butyl-dimethyl-silanyloxy)-phenyl]-isoxazole-5-carboxylic acid amide), C(=O)([O-])[O-].[K+].[K+] (K2CO3), C1COCCOCCOCCOCCOCCO1 (18-crown-6), [F-].[K+] (KF), BrC1=C(CBr)C=CC=C1 (2-bromobenzyl bromide). The solvent is CN(C)C=O (DMF), O (H2O). Reaction conditions: time 10 minute. Product: BrC1=C(COC2=CC=C(C=C2)C2=NOC(=C2)C(=O)N)C=CC=C1 (3-[4-(2-bromo-benzyloxy)-phenyl]-isoxazole-5-carboxylic acid amide). The yield is 20.1%. As a reaction SMILES: C([Si](C)(C)[O:6][C:7]1[CH:12]=[CH:11][C:10]([C:13]2[CH:17]=[C:16]([C:18]([NH2:20])=[O:19])[O:15][N:14]=2)=[CH:9][CH:8]=1)(C)(C)C.C([O-])([O-])=O.[K+].[K+].C1OCCOCCOCCOCCOCCOC1.[F-].[K+].[Br:49][C:50]1[CH:57]=[CH:56][CH:55]=[CH:54][C:51]=1[CH2:52]Br>CN(C=O)C.O>[Br:49][C:50]1[CH:57]=[CH:56][CH:55]=[CH:54][C:51]=1[CH2:52][O:6][C:7]1[CH:8]=[CH:9][C:10]([C:13]2[CH:17]=[C:16]([C:18]([NH2:20])=[O:19])[O:15][N:14]=2)=[CH:11][CH:12]=1 |f:1.2.3,5.6|. Reported procedure: 3-[4-(tert-Butyl-dimethyl-silanyloxy)-phenyl]-isoxazole-5-carboxylic acid amide (which may be prepared as described in Preparation of Intermediate 13; 40 mg, 0.126 mmol) was dissolved in DMF (1.5 mL). K2CO3 (19 mg, 0.14 mmol), 18-crown-6 (5 mg, 0.02 mmol), KF (8 mg, 0.14 mmol), and 2-bromobenzyl bromide (20 mg, 0.10 mmol) were added. The reaction mixture was stirred at room temperature for 10 min and then at 40° C. for 12 h. H2O (2.5 mL) was added and the mixture was extracted with EtOAc. The or... Starting materials: C(C)OC(=O)C1(CCNCC1)CCOC (4-(2-methoxy-ethyl)-piperidine-4-carboxylic acid ethyl ester), ClC1=C(C=CC=C1)S(=O)(=O)Cl (2-chlorobenzenesulfonyl chloride), CC=1SC2=C(N1)C=CC(=C2)N (2-methyl-benzothiazol-6-ylamine). The product is ClC1=C(C=CC=C1)S(=O)(=O)N1CCC2(CCN(C2=O)C2=CC3=C(N=C(S3)C)C=C2)CC1 (8-(2-Chloro-benzenesulfonyl)-2-(2-methyl-benzothiazol-6-yl)-2,8-diaza-spiro[4.5]decan-1-one). Reaction SMILES: C(O[C:4]([C:6]1([CH2:12][CH2:13]OC)[CH2:11][CH2:10][NH:9][CH2:8][CH2:7]1)=[O:5])C.[Cl:16][C:17]1[CH:22]=[CH:21][CH:20]=[CH:19][C:18]=1[S:23](Cl)(=[O:25])=[O:24].[CH3:27][C:28]1[S:29][C:30]2[CH:36]=[C:35]([NH2:37])[CH:34]=[CH:33][C:31]=2[N:32]=1>>[Cl:16][C:17]1[CH:22]=[CH:21][CH:20]=[CH:19][C:18]=1[S:23]([N:9]1[CH2:8][CH2:7][C:6]2([C:4](=[O:5])[N:37]([C:35]3[CH:34]=[CH:33][C:31]4[N:32]=[C:28]([CH3:27])[S:29][C:30]=4[CH:36]=3)[CH2:13][CH2:12]2)[CH2:11][CH2:10]1)(=[O:25])=[O:24]. Reported procedure: Light yellow crystalline solid. MS (ESI): 476.1 (MH+). This example was prepared in analogy to example 1 step C) to D) from 4-(2-methoxy-ethyl)-piperidine-4-carboxylic acid ethyl ester (example 1 step B)), 2-chlorobenzenesulfonyl chloride and 2-methyl-benzothiazol-6-ylamine.